From a dataset of the Open Reaction Database (ORD), a public repository of structured organic reaction records. describe an organic reaction: reactants, conditions, products, and yield Reactants: ClC1=NC(=CC2=CC=CC=C12)NC1=NNC(=C1)C ((1-chloro-isoquinolin-3-yl)-(5-methyl-1H-pyrazol-3-yl)-amine), C1=C(C=CC2=CC=CC=C12)B(O)O (naphthalene-2-boronic acid). Product: CC1=CC(=NN1)NC=1N=C(C2=CC=CC=C2C1)C1=CC2=CC=CC=C2C=C1 ((5-methyl-1H-pyrazol-3-yl)-(1-naphthalen-2-yl-isoquinolin-3-yl)-amine). Reaction SMILES: Cl[C:2]1[C:11]2[C:6](=[CH:7][CH:8]=[CH:9][CH:10]=2)[CH:5]=[C:4]([NH:12][C:13]2[CH:17]=[C:16]([CH3:18])[NH:15][N:14]=2)[N:3]=1.[CH:19]1[C:28]2[C:23](=[CH:24][CH:25]=[CH:26][CH:27]=2)[CH:22]=[CH:21][C:20]=1B(O)O>>[CH3:18][C:16]1[NH:15][N:14]=[C:13]([NH:12][C:4]2[N:3]=[C:2]([C:21]3[CH:20]=[CH:19][C:28]4[C:23](=[CH:24][CH:25]=[CH:26][CH:27]=4)[CH:22]=3)[C:11]3[C:6]([CH:5]=2)=[CH:7][CH:8]=[CH:9][CH:10]=3)[CH:17]=1. Procedure: Similar procedure as described in example 131 was used, starting from (1-chloro-isoquinolin-3-yl)-(5-methyl-1H-pyrazol-3-yl)-amine and naphthalene-2-boronic acid to give (5-methyl-1H-pyrazol-3-yl)-(1-naphthalen-2-yl-isoquinolin-3-yl)-amine. LC-MS m/e 351 (MH+). Starting materials: C(C)(C)(C)OC(=O)N1CC2C=3C=C(C(=CC3C(C1)C2)[N+](=O)[O-])[N+](=O)[O-] (4,5-Dinitro-10-aza-tricyclo[6.3.1.02,7]dodeca-2(7),3,5-triene-10-carboxylic acid tert-butyl ester), C(CCC)N (1-butylamine), ethyl acetate hexanes. Run in C1CCOC1 (THF), C(C)(=O)OCC (ethyl acetate). Run at time 4 hour. Product: C(C)(C)(C)OC(=O)N1CC2C=3C=C(C(=CC3C(C1)C2)NCCCC)[N+](=O)[O-] (4-Butylamino-5-nitro-10-aza-tricyclo[6.3.1.02,7]dodeca-2(7),3,5-triene-10-carboxylic acid tert-butyl ester). RXN SMILES: [C:1]([O:5][C:6]([N:8]1[CH2:18][CH:17]2[CH2:19][CH:10]([C:11]3[CH:12]=[C:13]([N+:23]([O-:25])=[O:24])[C:14]([N+:20]([O-])=O)=[CH:15][C:16]=32)[CH2:9]1)=[O:7])([CH3:4])([CH3:3])[CH3:2].[CH2:26](N)[CH2:27][CH2:28][CH3:29]>C1COCC1.C(OCC)(=O)C>[C:1]([O:5][C:6]([N:8]1[CH2:18][CH:17]2[CH2:19][CH:10]([C:11]3[CH:12]=[C:13]([N+:23]([O-:25])=[O:24])[C:14]([NH:20][CH2:26][CH2:27][CH2:28][CH3:29])=[CH:15][C:16]=32)[CH2:9]1)=[O:7])([CH3:2])([CH3:4])[CH3:3]. Procedure: 4,5-Dinitro-10-aza-tricyclo[6.3.1.02,7]dodeca-2(7),3,5-triene-10-carboxylic acid tert-butyl ester (500 mg, 1.43 mmol) and 1-butylamine (1.42 mL, 14.3 mmol) were combined in THF (5 mL) and stirred 4 hours. The mixture was diluted with ethyl acetate (50 mL) and washed with H2O (3×30 mL) then dried (Na2SO4), filtered and concentrated to an oil. This oil was passed through a Silica gel filter column to remove baseline impurities eluting with 30% ethyl acetate/hexanes (510 mg, 1.41 mmol, 99%).